This data is from the Open Reaction Database (ORD), a public repository of structured organic reaction records. The task is: describe an organic reaction: reactants, conditions, products, and yield Starting materials: NC1=CC(=C(C=C1C#N)Cl)OC (6-amino-3-chloro-4-methoxybenzonitrile), ClCCCl (1,2-dichloroethane), C([O-])([O-])=O.[Ca+2] (calcium carbonate), ClCCCl (1,2-dichloro-ethane), C(=S)(Cl)Cl (thiophosgene). Run in O (water). Run at temperature 20 celsius. Yields the product ClC=1C=C(C#N)C(=CC1OC)N=C=S (3-Chloro-4-methoxy-6-isothiocyanatobenzonitrile). RXN SMILES: [NH2:1][C:2]1[C:7]([C:8]#[N:9])=[CH:6][C:5]([Cl:10])=[C:4]([O:11][CH3:12])[CH:3]=1.ClCCCl.[C:17](Cl)(Cl)=[S:18].C(=O)([O-])[O-].[Ca+2]>O>[Cl:10][C:5]1[CH:6]=[C:7]([C:2]([N:1]=[C:17]=[S:18])=[CH:3][C:4]=1[O:11][CH3:12])[C:8]#[N:9] |f:3.4|. Procedure details: To a solution of 27.4 g. (0.15 mole) of 6-amino-3-chloro-4-methoxybenzonitrile in 150 ml. of 1,2-dichloro-ethane at 0°-5° C. is added with stirring a mixture of 23 g. (0.2 mole) thiophosgene, 100 ml. 1,2-dichloroethane, 20 g. (0.2 mole) calcium carbonate and 200 ml. of water. After the addition the mixture is stirred for one hour at 0°-5° C., warmed to 20° C. and stirred for 6 hours at this temperature and finally at 35° C. for an hour. The reaction mixture is filtered and the organic layer sepa...